The task is: describe an organic reaction: reactants, conditions, products, and yield. This data is from the Open Reaction Database (ORD), a public repository of structured organic reaction records. Starting materials: O=c1c2cnn(-c3ccccc3)c2nc(Cl)n1-c1ccc(Cl)cc1, ClCCl, c1ccc(N2CCNCC2)cc1. Product: O=c1c2cnn(-c3ccccc3)c2nc(N2CCN(c3ccccc3)CC2)n1-c1ccc(Cl)cc1. Reaction SMILES: [Cl:1][c:2]1[n:3](-[c:18]2[cH:19][cH:20][c:21]([Cl:24])[cH:22][cH:23]2)[c:4](=[O:17])[c:5]2[c:6]([n:7]1)[n:8](-[c:11]1[cH:12][cH:13][cH:14][cH:15][cH:16]1)[n:9][cH:10]2.[Cl:37][CH2:38][Cl:39].[c:25]1([N:31]2[CH2:32][CH2:33][NH:34][CH2:35][CH2:36]2)[cH:26][cH:27][cH:28][cH:29][cH:30]1>>[c:2]1([N:34]2[CH2:33][CH2:32][N:31]([c:25]3[cH:26][cH:27][cH:28][cH:29][cH:30]3)[CH2:36][CH2:35]2)[n:3](-[c:18]2[cH:19][cH:20][c:21]([Cl:24])[cH:22][cH:23]2)[c:4](=[O:17])[c:5]2[c:6]([n:7]1)[n:8](-[c:11]1[cH:12][cH:13][cH:14][cH:15][cH:16]1)[n:9][cH:10]2.